From a dataset of the Open Reaction Database (ORD), a public repository of structured organic reaction records. describe an organic reaction: reactants, conditions, products, and yield Starting materials: C=1(O)C(O)=CC=CC1 (Catechol), S(O)(O)(=O)=O (sulfuric acid), C([O-])([O-])=O.[Ba+2] (barium carbonate). Run in ice water. Run at temperature 45 celsius. Product: OC=1C=C(C=CC1O)S(=O)(=O)O (3,4-dihydroxybenzenesulfonic acid). Reaction SMILES: [C:1]1([C:3](=[CH:5][CH:6]=[CH:7][CH:8]=1)[OH:4])[OH:2].[S:9](=O)(=[O:12])([OH:11])[OH:10].C(=O)([O-])[O-].[Ba+2]>>[OH:2][C:1]1[CH:8]=[C:7]([S:9]([OH:12])(=[O:11])=[O:10])[CH:6]=[CH:5][C:3]=1[OH:4] |f:2.3|. Procedure: Catechol (180 g.) was added in portions to stirred sulfuric acid (138.5 ml.) so that the reaction temperature remained below 25° C. After addition was complete, the semi-solid mixture was heated at 45° C. for 60 minutes then cooled to room temperature and poured into ice-water (700 ml.). The solution was neutralized with solid barium carbonate, the barium sulfate collected, the filtrate acidified to pH 1 with concentrated sulfuric acid then refiltered. The filtrate was evaporated to leave crude ... Reactants: COC(CC)(OC)P([O-])(=O)C.[Na+] (Sodium (1,1-dimethoxypropyl)methylphosphinate), O (water). The solvent is C(C)(=O)O (acetic acid). Conditions: time 16 hour. Product: CP([O-])(=O)C(CC)=O.[Na+] (Sodium methyl(1-oxopropyl)phosphinate). As a reaction SMILES: C[O:2][C:3]([P:8]([CH3:11])(=[O:10])[O-:9])(OC)[CH2:4][CH3:5].[Na+:12].O>C(O)(=O)C>[CH3:11][P:8]([C:3](=[O:2])[CH2:4][CH3:5])(=[O:9])[O-:10].[Na+:12] |f:0.1,4.5|. Procedure: The product of Example 48 (13.6 g) was dissolved, with warming on the steam bath in acetic acid (100 ml) containing water (3 ml). The solution was left for 16 hrs and was then worked up as in Example 8(a).